describe an organic reaction: reactants, conditions, products, and yield From a dataset of the Open Reaction Database (ORD), a public repository of structured organic reaction records. RXN SMILES: [Si:1]([O:18][CH2:19][C@@H:20]([NH:48][CH2:49][CH2:50][CH:51]([CH3:53])[CH3:52])[CH2:21][CH2:22][CH:23]([F:47])[CH2:24][NH:25][C:26](=[O:46])[C@H:27]([CH:33]([C:40]1[CH:45]=[CH:44][CH:43]=[CH:42][CH:41]=1)[C:34]1[CH:39]=[CH:38][CH:37]=[CH:36][CH:35]=1)[NH:28][C:29]([O:31][CH3:32])=[O:30])([C:14]([CH3:17])([CH3:16])[CH3:15])([C:8]1[CH:13]=[CH:12][CH:11]=[CH:10][CH:9]=1)[C:2]1[CH:7]=[CH:6][CH:5]=[CH:4][CH:3]=1.C(N(CC)C(C)C)(C)C.[N+:63]([C:66]1[CH:71]=[CH:70][C:69]([S:72](Cl)(=[O:74])=[O:73])=[CH:68][CH:67]=1)([O-:65])=[O:64]>ClCCl>[Si:1]([O:18][CH2:19][C@@H:20]([N:48]([CH2:49][CH2:50][CH:51]([CH3:53])[CH3:52])[S:72]([C:69]1[CH:68]=[CH:67][C:66]([N+:63]([O-:65])=[O:64])=[CH:71][CH:70]=1)(=[O:73])=[O:74])[CH2:21][CH2:22][CH:23]([F:47])[CH2:24][NH:25][C:26](=[O:46])[C@H:27]([CH:33]([C:40]1[CH:45]=[CH:44][CH:43]=[CH:42][CH:41]=1)[C:34]1[CH:35]=[CH:36][CH:37]=[CH:38][CH:39]=1)[NH:28][C:29]([O:31][CH3:32])=[O:30])([C:14]([CH3:15])([CH3:16])[CH3:17])([C:8]1[CH:9]=[CH:10][CH:11]=[CH:12][CH:13]=1)[C:2]1[CH:3]=[CH:4][CH:5]=[CH:6][CH:7]=1. Solvent: ClCCl (dichloromethane). Reaction conditions: time 8 hour. Yields the product [Si](C1=CC=CC=C1)(C1=CC=CC=C1)(C(C)(C)C)OC[C@H](CCC(CNC([C@@H](NC(=O)OC)C(C1=CC=CC=C1)C1=CC=CC=C1)=O)F)N(S(=O)(=O)C1=CC=C(C=C1)[N+](=O)[O-])CCC(C)C (N-[(5S)-6-{[tert-butyl(diphenyl)silyl]oxy}-2-fluoro-5-{(3-methylbutyl)[(4-nitrophenyl)sulfonyl]amino}hexyl]-Nα-(methoxycarbonyl)-β-phenyl-L-phenylalaninamide). Reported procedure: To a stirred solution of the material from Step 12 (85 mg, 0.12 mmol) in dichloromethane (1.1 mL) were added N,N-diisopropylethylamine (30 μL, 0.172 mmol) and 4-nitrobenzenesulfonyl chloride (28 mg, 0.126 mmol). The reaction mixture was stirred at room temperature overnight. Additional N,N-diisopropylethylamine (30 μL, 0.172 mmol) and 4-nitrobenzenesulfonyl chloride (6 mg, 0.03 mmol) were added, stirred at room temperature for 2 hours. The reaction mixture was concentrated in vacuo, and the resi... Reactants: [Si](C1=CC=CC=C1)(C1=CC=CC=C1)(C(C)(C)C)OC[C@H](CCC(CNC([C@@H](NC(=O)OC)C(C1=CC=CC=C1)C1=CC=CC=C1)=O)F)NCCC(C)C (N-{(5S)-6-{[tert-butyl(diphenyl)silyl]oxy}-2-fluoro-5-[(3-methylbutyl)amino]hexyl}-Nα-(methoxycarbonyl)-β-phenyl-L-phenylalaninamide), C(C)(C)N(C(C)C)CC (N,N-diisopropylethylamine), [N+](=O)([O-])C1=CC=C(C=C1)S(=O)(=O)Cl (4-nitrobenzenesulfonyl chloride), C(C)(C)N(C(C)C)CC (N,N-diisopropylethylamine), [N+](=O)([O-])C1=CC=C(C=C1)S(=O)(=O)Cl (4-nitrobenzenesulfonyl chloride). The yield is 76.6%.